From a dataset of the Open Reaction Database (ORD), a public repository of structured organic reaction records. describe an organic reaction: reactants, conditions, products, and yield The reactants are C(Cl)(Cl)Cl (chloroform), ClC1=NC(=C(C(=C1F)N1C(C=2C(C1=O)=CC=CC2)=O)Cl)F (N-(2,5-dichloro-3,6-difluoropyridine-4-yl)phthalimide), aqueous solution, N (ammonia). Run in CO (methanol). Run at time 30 minute. Yields the product NC1=C(C(=NC(=C1Cl)F)Cl)F (4-amino-2,5-dichloro-3,6-difluoropyridine). Isolated yield 46.4%. Reaction SMILES: C(Cl)(Cl)Cl.[Cl:5][C:6]1[C:11]([F:12])=[C:10]([N:13]2C(=O)C3=CC=CC=C3C2=O)[C:9]([Cl:24])=[C:8]([F:25])[N:7]=1.N>CO>[NH2:13][C:10]1[C:9]([Cl:24])=[C:8]([F:25])[N:7]=[C:6]([Cl:5])[C:11]=1[F:12]. Procedure details: To a mixed solution of 100 ml chloroform and 40 ml methanol was added 16.2 g of N-(2,5-dichloro-3,6-difluoropyridine-4-yl)phthalimide together with 20 ml of 25% aqueous solution of ammonia, and the mixture was stirred at room temperature for 30 minutes. The solution was concentrated under reduced pressure, and after adding 150 ml of chloroform to the residue, the mixture was washed with 20 ml of 15% aqueous solution of ammonia, and then, with 10 ml of distilled water. The chloroform layer was dr...